Dataset: the Open Reaction Database (ORD), a public repository of structured organic reaction records. Task: describe an organic reaction: reactants, conditions, products, and yield Starting materials: BrCC(=O)C1=CC=C(C=C1)C(F)(F)F (2-bromo-4'-(trifluoromethyl)acetophenone), O (water), aqueous solution, [Na].CS (methyl mercaptan sodium salt). Solvent: CO (methanol). The product is oily product, CSCC(=O)C1=CC=C(C=C1)C(F)(F)F (2-methylthio-4'-(trifluoromethyl)acetophenone). The yield is 97.7%. Reaction SMILES: Br[CH2:2][C:3]([C:5]1[CH:10]=[CH:9][C:8]([C:11]([F:14])([F:13])[F:12])=[CH:7][CH:6]=1)=[O:4].[Na].[CH3:16][SH:17].O>CO>[CH3:16][S:17][CH2:2][C:3]([C:5]1[CH:10]=[CH:9][C:8]([C:11]([F:14])([F:13])[F:12])=[CH:7][CH:6]=1)=[O:4] |f:1.2,^1:14|. Reported procedure: To 13.2 g of 2-bromo-4'-(trifluoromethyl)acetophenone dissolved in 40 ml of methanol was added under ice-cooling 34.6 g of a 15% aqueous solution of methyl mercaptan sodium salt. After the reaction at room temperature for 1 hour with stirring, the resultant reaction mixture was poured into ice-cooled water and extracted with dichloromethane. The organic layer was washed with water and dried over anhydrous magnesium sulfate, followed by evaporation of the solvent to obtain 11.3 g of oily product ... Starting materials: C(C)OC(=O)C=1OC2=C(C1C)C(=CC=C2)OCC(CNC(C)C)O (4-(2-hydroxy-3-isopropylamino-propoxy)-3-methyl-benzofuran-2-carboxylic acid ethyl ester), C1(CCCCC1)N (cyclohexylamine). The solvent is C(C)(=O)OCC (ethyl acetate). Product: N (ammonia), C1(CCCCC1)NC(=O)C=1OC2=C(C1C)C(=CC=C2)OCC(CNC(C)C)O (4-(2-hydroxy-3-isopropylamino-propoxy)-3-methyl-benzofuran-2-carboxylic acid cyclohexylamide). The yield is 25.0%. As a reaction SMILES: C(O[C:4]([C:6]1[O:7][C:8]2[CH:15]=[CH:14][CH:13]=[C:12]([O:16][CH2:17][CH:18]([OH:24])[CH2:19][NH:20][CH:21]([CH3:23])[CH3:22])[C:9]=2[C:10]=1[CH3:11])=[O:5])C.[CH:25]1([NH2:31])[CH2:30][CH2:29][CH2:28][CH2:27][CH2:26]1>C(OCC)(=O)C>[NH3:20].[CH:25]1([NH:31][C:4]([C:6]2[O:7][C:8]3[CH:15]=[CH:14][CH:13]=[C:12]([O:16][CH2:17][CH:18]([OH:24])[CH2:19][NH:20][CH:21]([CH3:22])[CH3:23])[C:9]=3[C:10]=2[CH3:11])=[O:5])[CH2:30][CH2:29][CH2:28][CH2:27][CH2:26]1. Procedure details: A mixture of 4-(2-hydroxy-3-isopropylamino-propoxy)-3-methyl-benzofuran-2-carboxylic acid ethyl ester (A. N. Grinev et al., Otkrytiya, Izobret. 1986, (43), 275) (10 mg) and cyclohexylamine (50 μl) was heated at 175° C. for 11 hours. The reaction mixture was dissolved in ethyl acetate and washed with 0.1 N HCl solution and water. The organic solvent was dried over anhydrous sodium sulfate and evaporated to dryness. The residue was purified by preparative thin layer chromatography (using dichlorom... The reactants are CC=1NC(=CC(C1[N+](=O)[O-])=O)C (2,6-Dimethyl-3-nitro-4(1H)-pyridone), P(=O)(Cl)(Cl)Cl (phosphorus oxychloride). The product is ClC1=C(C(=NC(=C1)C)C)[N+](=O)[O-] (4-Chloro-2,6-dimethyl-3-nitropyridine). Yield: 79.0%. RXN SMILES: [CH3:1][C:2]1[NH:3][C:4]([CH3:12])=[CH:5][C:6](=O)[C:7]=1[N+:8]([O-:10])=[O:9].P(Cl)(Cl)([Cl:15])=O>>[Cl:15][C:6]1[CH:5]=[C:4]([CH3:12])[N:3]=[C:2]([CH3:1])[C:7]=1[N+:8]([O-:10])=[O:9]. Reported procedure: By the method of Yakugaku Zasshi, 87, 387 (1967), 2,6-dimethyl-3-nitro-4(1H)-pyridone (see part (a)) (11.23 g, 66.8 mmol) and phosphorus oxychloride (57 ml) were heated together at reflux for 1.5 hours. The excess reagent was removed under reduced pressure, and the residue dissolved in dichloromethane (150 ml). This solution was treated with dilute aqueous sodium bicarbonate until the aqueous layer was at pH7, then the organic phase was separated, dried (MgSO4) and concentrated under reduced pre... The reactants are C(C)S(=O)(=O)N1CCC(CC1)C1=CNC2=C(C=C(C=C12)C1=CC(=CC=C1)C=O)C(=O)N (3-[1-(ethylsulfonyl)-4-piperidinyl]-5-(3-formylphenyl)-1H-indole-7-carboxamide), FC(CN)(F)F (2,2,2-trifluoroethylamine), CO (methanol), [BH4-].[Na+] (Sodium borohydride). Reagents/catalysts: C(C)(=O)O (acetic acid). Solvent: ClCCl (dichloromethane). Reaction conditions: time 8 hour. Product: FC(C(=O)O)(F)F.C(C)S(=O)(=O)N1CCC(CC1)C1=CNC2=C(C=C(C=C12)C1=CC(=CC=C1)CNCC(F)(F)F)C(=O)N (3-[1-(ethylsulfonyl)-4-piperidinyl]-5-(3-{[(2,2,2-trifluoroethyl)amino]methyl}phenyl)-1H-indole-7-carboxamide trifluoroacetate). Yield: 62.5%. RXN SMILES: [CH2:1]([S:3]([N:6]1[CH2:11][CH2:10][CH:9]([C:12]2[C:20]3[C:15](=[C:16]([C:29]([NH2:31])=[O:30])[CH:17]=[C:18]([C:21]4[CH:26]=[CH:25][CH:24]=[C:23]([CH:27]=O)[CH:22]=4)[CH:19]=3)[NH:14][CH:13]=2)[CH2:8][CH2:7]1)(=[O:5])=[O:4])[CH3:2].[F:32][C:33]([F:37])([F:36])[CH2:34][NH2:35].[BH4-].[Na+].[CH3:40][OH:41]>ClCCl.C(O)(=O)C>[F:32][C:33]([F:37])([F:36])[C:40]([OH:4])=[O:41].[CH2:1]([S:3]([N:6]1[CH2:7][CH2:8][CH:9]([C:12]2[C:20]3[C:15](=[C:16]([C:29]([NH2:31])=[O:30])[CH:17]=[C:18]([C:21]4[CH:26]=[CH:25][CH:24]=[C:23]([CH2:27][NH:35][CH2:34][C:33]([F:37])([F:36])[F:32])[CH:22]=4)[CH:19]=3)[NH:14][CH:13]=2)[CH2:10][CH2:11]1)(=[O:4])=[O:5])[CH3:2] |f:2.3,7.8|. Reported procedure: To a solution of 3-[1-(ethylsulfonyl)-4-piperidinyl]-5-(3-formylphenyl)-1H-indole-7-carboxamide (40 mg, 0.09 mmol) and 2,2,2-trifluoroethylamine (78 μL, 0.55 mmol) in dichloromethane (2 mL) and methanol (1 mL) was added 2 drops of acetic acid. The mixture was then stirred overnight. Sodium borohydride (20.8 mg, 0.55 mmol) was then added and the mixture was stirred for 30 min. The resulting mixture was concentrated and dissolved in dimethyl sulfoxide followed by purification by Gilson Preparatory...